The task is: describe an organic reaction: reactants, conditions, products, and yield. This data is from the Open Reaction Database (ORD), a public repository of structured organic reaction records. Starting materials: N1(CCOCC1)C(=O)N1CC(CC(C1)C1=CC=C(C=C1)OC(F)(F)F)C(N)=S (1-(Morpholin-4-ylcarbonyl)-5-[4-(trifluoromethoxy)phenyl]piperidine-3-carbothioamide), BrCC(CC)=O (1-bromobutan-2-one). The product is C(C)C=1N=C(SC1)C1CN(CC(C1)C1=CC=C(C=C1)OC(F)(F)F)C(=O)N1CCOCC1 ({3-(4-Ethyl-1,3-thiazol-2-yl)-5-[4-(trifluoromethoxy)phenyl]piperidin-1-yl}(morpholin-4-yl)-methanone). As a reaction SMILES: [N:1]1([C:7]([N:9]2[CH2:14][CH:13]([C:15]3[CH:20]=[CH:19][C:18]([O:21][C:22]([F:25])([F:24])[F:23])=[CH:17][CH:16]=3)[CH2:12][CH:11]([C:26](=[S:28])[NH2:27])[CH2:10]2)=[O:8])[CH2:6][CH2:5][O:4][CH2:3][CH2:2]1.Br[CH2:30][C:31](=O)[CH2:32][CH3:33]>>[CH2:32]([C:31]1[N:27]=[C:26]([CH:11]2[CH2:12][CH:13]([C:15]3[CH:16]=[CH:17][C:18]([O:21][C:22]([F:23])([F:24])[F:25])=[CH:19][CH:20]=3)[CH2:14][N:9]([C:7]([N:1]3[CH2:6][CH2:5][O:4][CH2:3][CH2:2]3)=[O:8])[CH2:10]2)[S:28][CH:30]=1)[CH3:33]. Reported procedure: 100 mg (about 0.211 mmol) of the compound from Example 115A and 38 mg (0.253 mmol) of 1-bromobutan-2-one were reacted according to the General Method 3. Yield: 49 mg (47% of theory). The reactants are COC(=O)C1(CCCCBr)Cc2cc(OC)c(OC)cc2C1=O, CC(=O)O, Cl, [Na+], [Na+], O=C([O-])[O-]. The product is COc1cc2c(cc1OC)C(=O)C(CCCCBr)C2. As a reaction SMILES: [CH3:1][O:2][C:3](=[O:4])[C:5]1([CH2:19][CH2:20][CH2:21][CH2:22][Br:23])[C:6](=[O:18])[c:7]2[cH:8][c:9]([O:16][CH3:17])[c:10]([O:14][CH3:15])[cH:11][c:12]2[CH2:13]1.[CH3:24][C:25](=[O:26])[OH:27].[ClH:34].[Na+:28].[Na+:29].[O-:30][C:31](=[O:32])[O-:33]>>[CH:5]1([CH2:19][CH2:20][CH2:21][CH2:22][Br:23])[C:6](=[O:18])[c:7]2[cH:8][c:9]([O:16][CH3:17])[c:10]([O:14][CH3:15])[cH:11][c:12]2[CH2:13]1. The reactants are CCI, CN1CCCC1=O, Clc1nc(N2CC3CCC(C2)O3)c2cn[nH]c2n1, [H-], [Na+]. The product is CCn1ncc2c(N3CC4CCC(C3)O4)nc(Cl)nc21. RXN SMILES: [CH2:21]([CH3:22])[I:23].[CH3:24][N:25]1[CH2:26][CH2:27][CH2:28][C:29]1=[O:30].[Cl:1][c:2]1[n:3][c:4]([N:11]2[CH2:12][CH:13]3[CH2:14][CH2:15][CH:16]([CH2:17]2)[O:18]3)[c:5]2[c:6]([n:7]1)[nH:8][n:9][cH:10]2.[H-:20].[Na+:19]>>[Cl:1][c:2]1[n:3][c:4]([N:11]2[CH2:12][CH:13]3[CH2:14][CH2:15][CH:16]([CH2:17]2)[O:18]3)[c:5]2[c:6]([n:7]1)[n:8]([CH2:21][CH3:22])[n:9][cH:10]2. Reactants: C(C)(=O)[O-] (acetate), C(C)(=O)[O-] (acetate), C(C)(=O)[O-] (acetate), P(=O)(O)(O)[O-].[Na+] (sodium dihydrogen phosphate), P(=O)(O)(O)[O-].[K+] (potassium dihydrogen phosphate), P(=O)(O)(O)[O-].[K+] (potassium dihydrogen phosphate), P(=O)(O)(O)[O-].[Na+] (sodium dihydrogen phosphate), P(=O)(O)(O)[O-].[K+] (potassium dihydrogen phosphate), P(=O)(O)(O)[O-].[Na+] (sodium dihydrogen phosphate). Run at time 11 day. The solvent is O (water). The product is P(=O)(O)(O)[O-].[K+].[Na+].P(=O)(O)(O)[O-].C(C)(=O)[O-].[Na+] (Sodium Potassium Dihydrogen Phosphate Sodium Acetate). As a reaction SMILES: [C:1]([O-:4])(=[O:3])[CH3:2].[P:5]([O-:9])([OH:8])([OH:7])=[O:6].[Na+:10].[P:11]([O-:15])([OH:14])([OH:13])=[O:12].[K+:16]>O>[P:5]([O-:9])([OH:8])([OH:7])=[O:6].[K+:16].[Na+:10].[P:11]([O-:15])([OH:14])([OH:13])=[O:12].[C:1]([O-:4])(=[O:3])[CH3:2].[Na+:10] |f:1.2,3.4,6.7.8.9.10.11|. Reported procedure: Batch crystallization was performed by admixing around 400 μL of each protein solution with an equal amount of crystallization solution in a 1.5 mL Eppendorff reaction tube. 400 μL of a particular crystallization solution was prepared by admixing acetate buffer, sodium dihydrogen phosphate stock solution, potassium dihydrogen phosphate stock solution and Milli Q water. In this example, the acetate buffer molarity was 0.1 M, and the acetate buffer pH was around 4.1. The following combination of s... Starting materials: BrC1=CC2=C(N=C(S2)NC(=O)NCCCC(=O)OCC)C=C1 (ethyl 4-([(6-bromo-1,3-benzothiazol-2-yl)amino]carbonylamino)-butanoate), [OH-].[Na+] (NaOH), Cl (HCl). The solvent is C1CCOC1.CCO (THF EtOH). Reaction conditions: temperature 20 celsius, time 3 hour. Yields the product BrC1=CC2=C(N=C(S2)NC(=O)NCCCC(=O)O)C=C1 (4-([(6-Bromo-1,3-benzothiazol-2-yl)amino]carbonylamino)butanoic acid). Yield: 15.4%. Reaction SMILES: [Br:1][C:2]1[CH:22]=[CH:21][C:5]2[N:6]=[C:7]([NH:9][C:10]([NH:12][CH2:13][CH2:14][CH2:15][C:16]([O:18]CC)=[O:17])=[O:11])[S:8][C:4]=2[CH:3]=1.[OH-].[Na+].Cl>C1COCC1.CCO>[Br:1][C:2]1[CH:22]=[CH:21][C:5]2[N:6]=[C:7]([NH:9][C:10]([NH:12][CH2:13][CH2:14][CH2:15][C:16]([OH:18])=[O:17])=[O:11])[S:8][C:4]=2[CH:3]=1 |f:1.2,4.5|. Procedure details: To a solution of ethyl 4-([(6-bromo-1,3-benzothiazol-2-yl)amino]carbonylamino)-butanoate (175 mg, 0.453 mmol) in THF/EtOH (1/1, 3 mL) was added 2 M NaOH (2.26 mL, 4.53 mmol). The reaction mixture was stirred at about 20° C. for about 3 hrs then 2 M HCl was added until pH<6 and a white precipitate was formed. The precipitate was filtered off and washed with H2O. 25 mg (15%) pure product was isolated. Reactants: resultant mixture, COC(=O)C=1N=C(C2=CC(=CC=C2C1O)OC1=CC=CC=C1)C#N (1-cyano-4-hydroxy-7-phenoxy-isoquinoline-3-carboxylic acid methyl ester), 3-amino-2-(R)-methyl-propionic acid, trifluoroacetic acid salt, Cl (HCl), C[O-].[Na+].CO (NaOMe MeOH), O (water). Product: C(#N)C1=NC(=C(C2=CC=C(C=C12)OC1=CC=CC=C1)O)C(=O)NC[C@H](C(=O)O)C (3-[(1-Cyano-4-hydroxy-7-phenoxy-isoquinoline-3-carbonyl)-amino]-2-(R)-methyl-propionic acid). The yield is 14.0%. As a reaction SMILES: CO[C:3]([C:5]1[N:6]=[C:7]([C:23]#[N:24])[C:8]2[C:13]([C:14]=1[OH:15])=[CH:12][CH:11]=[C:10]([O:16][C:17]1[CH:22]=[CH:21][CH:20]=[CH:19][CH:18]=1)[CH:9]=2)=[O:4].[CH3:25][O-:26].[Na+].CO.Cl.[OH2:31]>>[C:23]([C:7]1[C:8]2[C:13](=[CH:12][CH:11]=[C:10]([O:16][C:17]3[CH:18]=[CH:19][CH:20]=[CH:21][CH:22]=3)[CH:9]=2)[C:14]([OH:15])=[C:5]([C:3]([NH:6][CH2:5][C@@H:14]([CH3:13])[C:25]([OH:31])=[O:26])=[O:4])[N:6]=1)#[N:24] |f:1.2.3|. Procedure details: To a mixture of 1-cyano-4-hydroxy-7-phenoxy-isoquinoline-3-carboxylic acid methyl ester (50 mg, 0.16 mmol) and 3-amino-2-(R)-methyl-propionic acid, trifluoroacetic acid salt (32 mg, 0.32 mmol) was added 0.5 M NaOMe/MeOH solution (1.52 mL) (to bring the pH of the mixture to 8). The resultant mixture was microwaved at 130° C. for 1 h. Reaction mixture was diluted with water (80 mL) and acidified by 1 N HCl to pH=3-4. It was extracted with EtOAc. Organic layer was washed with brine, dried over MgSO... The reactants are CC(=O)OC(C)=O, CC(C)CCCC(C)C1CCC2C3CC=C4CC(O)C=CC4(C)C3CCC12C, c1ccncc1. Yields the product CC(=O)OC1C=CC2(C)C(=CCC3C2CCC2(C)C(C(C)CCCC(C)C)CCC32)C1. As a reaction SMILES: [CH3:29][C:30](=[O:31])[O:32][C:33](=[O:34])[CH3:35].[OH:1][CH:2]1[CH2:3][C:4]2=[CH:5][CH2:6][CH:7]3[CH:8]4[CH2:9][CH2:10][CH:11]([CH:12]([CH2:13][CH2:14][CH2:15][CH:16]([CH3:17])[CH3:18])[CH3:19])[C:20]4([CH3:28])[CH2:21][CH2:22][CH:23]3[C:24]2([CH3:27])[CH:25]=[CH:26]1.[cH:36]1[cH:37][cH:38][n:39][cH:40][cH:41]1>>[O:1]([CH:2]1[CH2:3][C:4]2=[CH:5][CH2:6][CH:7]3[CH:8]4[CH2:9][CH2:10][CH:11]([CH:12]([CH2:13][CH2:14][CH2:15][CH:16]([CH3:17])[CH3:18])[CH3:19])[C:20]4([CH3:28])[CH2:21][CH2:22][CH:23]3[C:24]2([CH3:27])[CH:25]=[CH:26]1)[C:30]([CH3:29])=[O:31]. Isolated yield 41.9%. Reactants: ice water, solution, B(Br)(Br)Br (boron tribromide), C(C1=CC=CC=C1)OC=1C=NC(=NC1)C1=CC=C(C=C1)C12CCC(CC1)(CC2)CCCCC (1-[4-(5-benzyloxypyrimidin-2-yl) phenyl]-4-pentylbicyclo[2.2.2]octane). Yields the product OC=1C=NC(=NC1)C1=CC=C(C=C1)C12CCC(CC1)(CC2)CCCCC (1-[4-(5-hydroxypyrimidin-2-yl)phenyl]-4-pentylbicyclo[2.2.2]octane). Run in ClCCl (dichloromethane). Procedure: A one molar solution of boron tribromide (120 cm3) is added dropwise to a solution 1-[4-(5-benzyloxypyrimidin-2-yl) phenyl]-4-pentylbicyclo[2.2.2]octane (38.5 g, 100 mmol) in dichloromethane (200 cm3) and cooled using an ice bath. The reaction is stirred overnight at room temperature and then poured onto an ice/water mixture (500 g). The organic layer is separated off and the aqueous layer extracted with dichloromethane (3×100 cm3). The combined organic layers are washed with water (500 cm3), di... Reaction conditions: time 8 hour. RXN SMILES: B(Br)(Br)Br.C([O:12][C:13]1[CH:14]=[N:15][C:16]([C:19]2[CH:24]=[CH:23][C:22]([C:25]34[CH2:32][CH2:31][C:28]([CH2:33][CH2:34][CH2:35][CH2:36][CH3:37])([CH2:29][CH2:30]3)[CH2:27][CH2:26]4)=[CH:21][CH:20]=2)=[N:17][CH:18]=1)C1C=CC=CC=1>ClCCl>[OH:12][C:13]1[CH:18]=[N:17][C:16]([C:19]2[CH:20]=[CH:21][C:22]([C:25]34[CH2:32][CH2:31][C:28]([CH2:33][CH2:34][CH2:35][CH2:36][CH3:37])([CH2:29][CH2:30]3)[CH2:27][CH2:26]4)=[CH:23][CH:24]=2)=[N:15][CH:14]=1.